Task: describe an organic reaction: reactants, conditions, products, and yield. Dataset: the Open Reaction Database (ORD), a public repository of structured organic reaction records The reactants are COC1=C(C=CC(=C1)C=1N=C(C=2N(C1)N=CC2)O[C@H](C)[C@H]2CNC(C2)=O)N2CCN(CC2)C(=O)OC(C)(C)C (tert-butyl 4-(2-methoxy-4-(4-((R)-1-((R)-5-oxopyrrolidin-3-yl)ethoxy)pyrazolo[1,5-a]pyrazin-6-yl)phenyl)piperazine-1-carboxylate), C(=O)(C(F)(F)F)O (TFA). Run at time 4 hour. Product: COC=1C=C(C=CC1N1CCNCC1)C=1N=C(C=2N(C1)N=CC2)O[C@H](C)[C@@H]2CC(NC2)=O ((R)-4-((R)-1-((6-(3-methoxy-4-(piperazin-1-yl)phenyl)pyrazolo[1,5-a]pyrazin-4-yl)oxy)ethyl)pyrrolidin-2-one), FC(C(=O)O)(F)F (trifluoroacetic acid). Isolated yield 350.8%. Reaction SMILES: [CH3:1][O:2][C:3]1[CH:8]=[C:7]([C:9]2[N:10]=[C:11]([O:18][C@@H:19]([C@@H:21]3[CH2:25][C:24](=[O:26])[NH:23][CH2:22]3)[CH3:20])[C:12]3[N:13]([N:15]=[CH:16][CH:17]=3)[CH:14]=2)[CH:6]=[CH:5][C:4]=1[N:27]1[CH2:32][CH2:31][N:30](C(OC(C)(C)C)=O)[CH2:29][CH2:28]1.[C:40]([OH:46])([C:42]([F:45])([F:44])[F:43])=[O:41]>>[CH3:1][O:2][C:3]1[CH:8]=[C:7]([C:9]2[N:10]=[C:11]([O:18][C@@H:19]([C@H:21]3[CH2:22][NH:23][C:24](=[O:26])[CH2:25]3)[CH3:20])[C:12]3[N:13]([N:15]=[CH:16][CH:17]=3)[CH:14]=2)[CH:6]=[CH:5][C:4]=1[N:27]1[CH2:28][CH2:29][NH:30][CH2:31][CH2:32]1.[F:43][C:42]([F:45])([F:44])[C:40]([OH:46])=[O:41]. Procedure: tert-butyl 4-(2-methoxy-4-(4-((R)-1-((R)-5-oxopyrrolidin-3-yl)ethoxy)pyrazolo[1,5-a]pyrazin-6-yl)phenyl)piperazine-1-carboxylate 5.47 (51 mg, 0.1 mmol) was dissolved in TFA (4 mL, 52.23 mmol) and mixture was stirred at room temperature. After 4 hours, reaction mixture was concentrated and azeotroped with toluene to yield (R)-4-((R)-1-((6-(3-methoxy-4-(piperazin-1-yl)phenyl)pyrazolo[1,5-a]pyrazin-4-yl)oxy)ethyl)pyrrolidin-2-one 5.48 as a trifluoroacetic acid salt (40 mg). Conditions: time 5 day. The reactants are FC1=C(C(=O)O)C=CC(=C1)NCCCCCCCCCCCCCCCC (2-fluoro-4-(hexadecylamino)benzoic acid), O (water), [OH-].[Na+] (sodium hydroxide), ICC(CO)O (3-iodo-1,2-propanediol). The solvent is CN(P(=O)(N(C)C)N(C)C)C (hexamethylphosphoramide), CCOCC (ether). RXN SMILES: [F:1][C:2]1[CH:10]=[C:9]([NH:11][CH2:12][CH2:13][CH2:14][CH2:15][CH2:16][CH2:17][CH2:18][CH2:19][CH2:20][CH2:21][CH2:22][CH2:23][CH2:24][CH2:25][CH2:26][CH3:27])[CH:8]=[CH:7][C:3]=1[C:4]([OH:6])=[O:5].[OH-].[Na+].I[CH2:31][CH:32]([OH:35])[CH2:33][OH:34].O>CN(C)P(N(C)C)(N(C)C)=O.CCOCC>[F:1][C:2]1[CH:10]=[C:9]([NH:11][CH2:12][CH2:13][CH2:14][CH2:15][CH2:16][CH2:17][CH2:18][CH2:19][CH2:20][CH2:21][CH2:22][CH2:23][CH2:24][CH2:25][CH2:26][CH3:27])[CH:8]=[CH:7][C:3]=1[C:4]([O:6][CH2:31][CH:32]([OH:35])[CH2:33][OH:34])=[O:5] |f:1.2|. Product: FC1=C(C(=O)OCC(CO)O)C=CC(=C1)NCCCCCCCCCCCCCCCC (2,3-dihydroxypropyl 2-fluoro-4-(hexadecylamino)benzoate). Reported procedure: A solution of 7.34 g. of 2-fluoro-4-(hexadecylamino)benzoic acid, 4.80 g. of 25% aqueous sodium hydroxide, and 12.6 g. of 3-iodo-1,2-propanediol in 50 ml of hexamethylphosphoramide is stirred for 24 hours at ambient temperature, diluted with 100 ml of ether and stirred for 5 days at ambient temperature. The mixture is treated with water and extracted with ether. The dried extracts are evaporated to yield 2,3-dihydroxypropyl 2-fluoro-4-(hexadecylamino)benzoate.